From a dataset of the Open Reaction Database (ORD), a public repository of structured organic reaction records. describe an organic reaction: reactants, conditions, products, and yield The reactants are Cl (hydrochloric acid), CS(=O)(=O)OCCC(C(F)(F)F)SC (4,4,4-trifluoro-3-methylthio-butyl methanesulfonate), FC(CCS(=O)(=O)CC(=O)OC)(F)F (methyl (3,3,3-trifluoropropylsulfonyl)acetate), [H-].[Na+] (sodium hydride). Run in CS(=O)C (dimethyl sulfoxide). Reaction conditions: temperature 60 celsius, time 5 day. Product: FC(C(CCC(C(=O)OC)S(=O)(=O)CCC(F)(F)F)SC)(F)F (methyl 6,6,6-trifluoro-5-methylthio-2-(3,3,3-trifluoropropylsulfonyl)hexanoate). Isolated yield 26.1%. RXN SMILES: CS(O[CH2:6][CH2:7][CH:8]([S:13][CH3:14])[C:9]([F:12])([F:11])[F:10])(=O)=O.[F:15][C:16]([F:28])([F:27])[CH2:17][CH2:18][S:19]([CH2:22][C:23]([O:25][CH3:26])=[O:24])(=[O:21])=[O:20].[H-].[Na+].Cl>CS(C)=O>[F:12][C:9]([F:10])([F:11])[CH:8]([S:13][CH3:14])[CH2:7][CH2:6][CH:22]([S:19]([CH2:18][CH2:17][C:16]([F:27])([F:28])[F:15])(=[O:21])=[O:20])[C:23]([O:25][CH3:26])=[O:24] |f:2.3|. Reported procedure: To a solution of 5.0 g of 4,4,4-trifluoro-3-methylthio-butyl methanesulfonate and 4.6 g of methyl (3,3,3-trifluoropropylsulfonyl)acetate in 50 ml of dimethyl sulfoxide was added 0.8 g of sodium hydride (60% in oil) at room temperature. The reaction mixture was heated to 60° C., stirred at the same temperature for 5 days, and then allowed to stand to cool to nearly room temperature. To the reaction mixture was added 10% hydrochloric acid, and then extracted with ethyl acetate. The organic layer w... Reactants: COc1cc(C)c(C(=O)CCCCCCCCCCOC(C)=O)c(O)c1OC, CO, [Na+], [OH-]. Product: COc1cc(C)c(C(=O)CCCCCCCCCCO)c(O)c1OC. As a reaction SMILES: [C:3](=[O:4])([CH3:5])[O:6][CH2:7][CH2:8][CH2:9][CH2:10][CH2:11][CH2:12][CH2:13][CH2:14][CH2:15][CH2:16][C:17](=[O:18])[c:19]1[c:20]([CH3:30])[cH:21][c:22]([O:28][CH3:29])[c:23]([O:26][CH3:27])[c:24]1[OH:25].[CH3:31][OH:32].[Na+:2].[OH-:1]>>[OH:6][CH2:7][CH2:8][CH2:9][CH2:10][CH2:11][CH2:12][CH2:13][CH2:14][CH2:15][CH2:16][C:17](=[O:18])[c:19]1[c:20]([CH3:30])[cH:21][c:22]([O:28][CH3:29])[c:23]([O:26][CH3:27])[c:24]1[OH:25]. Starting materials: NCCC1=CC=C(NC2CCN(CC2)C(=O)C=2SC=CC2C)C=C1 ({4-[4-(2-Aminoethyl)anilino]-1-piperidinyl}(3-methyl-2-thienyl)methanone), C(C)(C)(C)[Si](C1=CC=CC=C1)(C1=CC=CC=C1)OC1=CC=C(C=C1)OCC1OC1 (tert-butyl-(4-oxiranylmethoxy-phenoxy)-diphenyl-silane). The product is O[C@@H](CNCCC1=CC=C(C=C1)NC1CCN(CC1)C(=O)C=1SC=CC1C)COC1=CC=C(C=C1)O ([4-(4-{2-[(2S)-2-Hydroxy-3-(4-hydroxy-phenoxy)-propylamino]-ethyl}-phenylamino)-piperidin-1-yl]-(3-methyl-thiophen-2-yl)-methanone). Isolated yield 21.9%. RXN SMILES: [NH2:1][CH2:2][CH2:3][C:4]1[CH:24]=[CH:23][C:7]([NH:8][CH:9]2[CH2:14][CH2:13][N:12]([C:15]([C:17]3[S:18][CH:19]=[CH:20][C:21]=3[CH3:22])=[O:16])[CH2:11][CH2:10]2)=[CH:6][CH:5]=1.C([Si]([O:42][C:43]1[CH:48]=[CH:47][C:46]([O:49][CH2:50][CH:51]2[CH2:53][O:52]2)=[CH:45][CH:44]=1)(C1C=CC=CC=1)C1C=CC=CC=1)(C)(C)C>>[OH:52][C@H:51]([CH2:50][O:49][C:46]1[CH:47]=[CH:48][C:43]([OH:42])=[CH:44][CH:45]=1)[CH2:53][NH:1][CH2:2][CH2:3][C:4]1[CH:5]=[CH:6][C:7]([NH:8][CH:9]2[CH2:10][CH2:11][N:12]([C:15]([C:17]3[S:18][CH:19]=[CH:20][C:21]=3[CH3:22])=[O:16])[CH2:13][CH2:14]2)=[CH:23][CH:24]=1. Procedure details: {4-[4-(2-Aminoethyl)anilino]-1-piperidinyl}(3-methyl-2-thienyl)methanone (0.174, 0.507 mmol) was reacted with tert-butyl-(4-oxiranylmethoxy-phenoxy)-diphenyl-silane (0.206 g, 0.51 mmol) according to Procedure G to give the title compound (0.083 g, 0.111 mmol). Starting materials: [Br-], O=C([O-])O, COC(=O)c1ncc(C=O)c(C)c1OCc1ccccc1, Fc1ccc([Mg+])cc1, C1CCOC1. Product: COC(=O)c1ncc(C(O)c2ccc(F)cc2)c(C)c1OCc1ccccc1. As a reaction SMILES: [Br-:22].[C:31](=[O:32])([OH:33])[O-:34].[CH2:1]([c:2]1[cH:3][cH:4][cH:5][cH:6][cH:7]1)[O:8][c:9]1[c:10]([C:18](=[O:19])[O:20][CH3:21])[n:11][cH:12][c:13]([CH:16]=[O:17])[c:14]1[CH3:15].[F:23][c:24]1[cH:25][cH:26][c:27]([Mg+:30])[cH:28][cH:29]1.[O:35]1[CH2:36][CH2:37][CH2:38][CH2:39]1>>[CH2:1]([c:2]1[cH:3][cH:4][cH:5][cH:6][cH:7]1)[O:8][c:9]1[c:10]([C:18](=[O:19])[O:20][CH3:21])[n:11][cH:12][c:13]([CH:16]([OH:17])[c:27]2[cH:26][cH:25][c:24]([F:23])[cH:29][cH:28]2)[c:14]1[CH3:15]. Reactants: C(C)(C)(C)[Si](OCCN(C1=CC=CC(=N1)N1CCN(CC1)C1=CC=C(C=C1)NC(C(C1=C(C=C2C=CC=CN12)C1=CC=CC=C1)=O)=O)CCO[Si](C(C)(C)C)(C)C)(C)C (N-{4-[4-(6-{bis-[2-(tert-butyl-dimethyl-silanyloxy)-ethyl]-amino}-pyridin-2-yl)-piperazin-1-yl]-phenyl}-2-oxo-2-(2-phenyl-indolizin-3-yl)-acetamide), [F-].C(CCC)[N+](CCCC)(CCCC)CCCC (tetra-n-butylammonium fluoride). Solvent: C1CCOC1 (THF). Conditions: time 1 hour. Product: OCCN(C1=CC=CC(=N1)N1CCN(CC1)C1=CC=C(C=C1)NC(C(C1=C(C=C2C=CC=CN12)C1=CC=CC=C1)=O)=O)CCO (N-[4-(4-{6-[bis-(2-hydroxy-ethyl)-amino]-pyridin-2-yl}-piperazin-1-yl)-phenyl]-2-oxo-2-(2-phenyl-indolizin-3-yl)-acetamide). Isolated yield 36.7%. Reaction SMILES: C([Si](C)(C)[O:6][CH2:7][CH2:8][N:9]([CH2:48][CH2:49][O:50][Si](C)(C)C(C)(C)C)[C:10]1[N:15]=[C:14]([N:16]2[CH2:21][CH2:20][N:19]([C:22]3[CH:27]=[CH:26][C:25]([NH:28][C:29](=[O:47])[C:30](=[O:46])[C:31]4[N:39]5[C:34]([CH:35]=[CH:36][CH:37]=[CH:38]5)=[CH:33][C:32]=4[C:40]4[CH:45]=[CH:44][CH:43]=[CH:42][CH:41]=4)=[CH:24][CH:23]=3)[CH2:18][CH2:17]2)[CH:13]=[CH:12][CH:11]=1)(C)(C)C.[F-].C([N+](CCCC)(CCCC)CCCC)CCC>C1COCC1>[OH:6][CH2:7][CH2:8][N:9]([CH2:48][CH2:49][OH:50])[C:10]1[N:15]=[C:14]([N:16]2[CH2:17][CH2:18][N:19]([C:22]3[CH:27]=[CH:26][C:25]([NH:28][C:29](=[O:47])[C:30](=[O:46])[C:31]4[N:39]5[C:34]([CH:35]=[CH:36][CH:37]=[CH:38]5)=[CH:33][C:32]=4[C:40]4[CH:41]=[CH:42][CH:43]=[CH:44][CH:45]=4)=[CH:24][CH:23]=3)[CH2:20][CH2:21]2)[CH:13]=[CH:12][CH:11]=1 |f:1.2|. Procedure details: To a solution of N-{4-[4-(6-{bis-[2-(tert-butyl-dimethyl-silanyloxy)-ethyl]-amino}-pyridin-2-yl)-piperazin-1-yl]-phenyl}-2-oxo-2-(2-phenyl-indolizin-3-yl)-acetamide (0.7 g, 0.81 mmol) in THF (10 mL) was added tetra-n-butylammonium fluoride (1.28 g, 4.06 mmol) at 0° C. The reaction mixture was stirred at r.t. for 1 h. The solvent was evaporated in vacuo, the residue diluted with dichloromethane and washed with water, brine, dried over sodium sulfate filtered and concentrated. The crude compound w... Starting materials: [Br-], CC[Mg+], C1CCOC1, Cc1ccccc1, Cc1ccc(O)cc1, CN1CCCN(C)C1=O. The product is Cc1ccc(O)c(C=O)c1. As a reaction SMILES: [Br-:9].[CH2:10]([Mg+:11])[CH3:12].[CH2:29]1[O:30][CH2:31][CH2:32][CH2:33]1.[CH3:13][c:14]1[cH:15][cH:16][cH:17][cH:18][cH:19]1.[CH3:1][c:2]1[cH:3][cH:4][c:5]([OH:6])[cH:7][cH:8]1.[CH3:20][N:21]1[C:22](=[O:28])[N:26]([CH3:27])[CH2:25][CH2:24][CH2:23]1>>[CH3:1][c:2]1[cH:3][c:4]([CH:22]=[O:28])[c:5]([OH:6])[cH:7][cH:8]1. Reactants: CN1CCN(C2CCC(=O)CC2)CC1=O, CO, C1CCOC1. Yields the product CN1CCN(C2CCC(O)CC2)CC1=O. RXN SMILES: [CH3:1][N:2]1[C:3](=[O:15])[CH2:4][N:5]([CH:8]2[CH2:9][CH2:10][C:11](=[O:14])[CH2:12][CH2:13]2)[CH2:6][CH2:7]1.[CH3:21][OH:22].[O:16]1[CH2:17][CH2:18][CH2:19][CH2:20]1>>[CH3:1][N:2]1[C:3](=[O:15])[CH2:4][N:5]([CH:8]2[CH2:9][CH2:10][CH:11]([OH:14])[CH2:12][CH2:13]2)[CH2:6][CH2:7]1. Reactants: ClC1=CC=C(C=C1)C=1N=C(NC1)C1CN(CCO1)CC1=CC=CC=C1 (2-[4-(4-Chlorophenyl)-1H-imidazol-2-yl]-4-(phenylmethyl)morpholine), Cl (hydrochloric acid). The reagents and catalysts are [Pd] (Pd/C). Solvent: C(C)O (ethanol). Conditions: time 8 hour. Product: ClC1=CC=C(C=C1)C=1N=C(NC1)C1CNCCO1 (2-[4-(4-Chlorophenyl)-1H-imidazol-2-yl]morpholine). Isolated yield 139.0%. Reaction SMILES: [Cl:1][C:2]1[CH:7]=[CH:6][C:5]([C:8]2[N:9]=[C:10]([CH:13]3[O:18][CH2:17][CH2:16][N:15](CC4C=CC=CC=4)[CH2:14]3)[NH:11][CH:12]=2)=[CH:4][CH:3]=1.Cl>C(O)C.[Pd]>[Cl:1][C:2]1[CH:7]=[CH:6][C:5]([C:8]2[N:9]=[C:10]([CH:13]3[O:18][CH2:17][CH2:16][NH:15][CH2:14]3)[NH:11][CH:12]=2)=[CH:4][CH:3]=1. Procedure details: 2-[4-(4-Chlorophenyl)-1H-imidazol-2-yl]-4-(phenylmethyl)morpholine (2.8 g, 7.91 mmol) was hydrogenated in ethanol (30 mL) over of Pd/C (10 wt %, 0.842 g, 0.791 mmol). To the mixture 0.2 mL of concentrated hydrochloric acid was added. After stirred at room temperature overnight, the catalyst was filtered off. The filtrate was concentrated to get 2.9 g of residue, which was purified by preparative HPLC to afford the title compound (200 mg) as a pale solid. LC-MS (ES) m/z=264 [M+H]+. Reactants: C1(=CC=CC=C1)C(CCN1CCNCC1)C1=CC=CC=C1 (N-3,3-Diphenylpropylpiperazine), COC1=C(CCl)C=CC(=C1OC)OC (2,3,4-trimethoxybenzyl chloride), C(CCC)N(CCCC)CCCC (tributylamine). The solvent is C(C)OCCOCC (ethylene glycol diethyl ether). Product: C1(=CC=CC=C1)C(CCN1CCN(CC1)CC1=C(C(=C(C=C1)OC)OC)OC)C1=CC=CC=C1 (1-(3,3-diphenylpropyl)-4-(2,3,4-trimethoxybenzyl)piperazine). Yield: 91.2%. Reaction SMILES: [C:1]1([CH:7]([C:16]2[CH:21]=[CH:20][CH:19]=[CH:18][CH:17]=2)[CH2:8][CH2:9][N:10]2[CH2:15][CH2:14][NH:13][CH2:12][CH2:11]2)[CH:6]=[CH:5][CH:4]=[CH:3][CH:2]=1.[CH3:22][O:23][C:24]1[C:31]([O:32][CH3:33])=[C:30]([O:34][CH3:35])[CH:29]=[CH:28][C:25]=1[CH2:26]Cl.C(N(CCCC)CCCC)CCC>C(OCCOCC)C>[C:16]1([CH:7]([C:1]2[CH:2]=[CH:3][CH:4]=[CH:5][CH:6]=2)[CH2:8][CH2:9][N:10]2[CH2:11][CH2:12][N:13]([CH2:26][C:25]3[CH:28]=[CH:29][C:30]([O:34][CH3:35])=[C:31]([O:32][CH3:33])[C:24]=3[O:23][CH3:22])[CH2:14][CH2:15]2)[CH:21]=[CH:20][CH:19]=[CH:18][CH:17]=1. Procedure: N-3,3-Diphenylpropylpiperazine in the amount of 1.4 g (0.005 mole), 1.1 g (0.005 mole) of 2,3,4-trimethoxybenzyl chloride, and 0.93 g (0.005 mole) of tributylamine were dissolved in 10 ml of ethylene glycol diethyl ether, and the resulting solution was heated at the refluxing temperature for 2.5 hours. The reaction liquid was left to cool, and filtered, and concentration of the filtrate under reduced pressure produced 2.1 g of oily 1-(3,3-diphenylpropyl)-4-(2,3,4-trimethoxybenzyl)piperazine (91.... Starting materials: Cl (HCl), BrC=1C=CC(=C(C1)CO)OC ((5-bromo-2-methoxy-phenyl)-methanol), COCCBr (2-bromoethyl methyl ether), [H-].[Na+] (NaH). Run in CN(C)C=O (DMF). Reaction conditions: time 8 hour. The product is BrC1=CC(=C(C=C1)OC)COCCOC (4-Bromo-1-methoxy-2-(2-methoxy-ethoxymethyl)-benzene). Reaction SMILES: [Br:1][C:2]1[CH:3]=[CH:4][C:5]([O:10][CH3:11])=[C:6]([CH2:8][OH:9])[CH:7]=1.[CH3:12][O:13][CH2:14][CH2:15]Br.[H-].[Na+].Cl>CN(C=O)C>[Br:1][C:2]1[CH:3]=[CH:4][C:5]([O:10][CH3:11])=[C:6]([CH2:8][O:9][CH2:15][CH2:14][O:13][CH3:12])[CH:7]=1 |f:2.3|. Reported procedure: To a solution of (5-bromo-2-methoxy-phenyl)-methanol (3.38 g, 14.8 mmol) and 2-bromoethyl methyl ether (2.06 g, 14.8 mmol) in DMF (30 mL) is added NaH (55% dispersion in oil; 1.36 g, 31.1 mmol) in three portions at room temperature, followed by stirring overnight. The mixture is poured into ice-cooled aqueous 2N HCl, the water phase is extracted with diethyl ether, the combined organic phase is washed with brine, dried (Na2SO4) and concentrated. Purification by flash chromatography (hexane/AcOEt...